Task: describe an organic reaction: reactants, conditions, products, and yield. Dataset: the Open Reaction Database (ORD), a public repository of structured organic reaction records Reactants: CN(C)Cc1ccc(CSCCN)o1, COC1=NS(=O)(=O)N=C1OC, COC1=NS(=O)(=O)N=C1NCCSCc1ccc(CN(C)C)o1, CO, NCCSCc1ccsn1. Yields the product CN(C)Cc1ccc(CSCCNC2=NS(=O)(=O)N=C2NCCSCc2ccsn2)o1. RXN SMILES: [CH3:12][N:13]([CH2:14][c:15]1[o:16][c:17]([CH2:18][S:19][CH2:20][CH2:21][NH2:22])[cH:23][cH:24]1)[CH3:25].[CH3:1][O:2][C:3]1=[N:11][S:8](=[O:9])(=[O:10])[N:7]=[C:4]1[O:5][CH3:6].[CH3:26][N:27]([CH3:28])[CH2:29][c:30]1[cH:31][cH:32][c:33]([CH2:35][S:36][CH2:37][CH2:38][NH:39][C:40]2=[N:41][S:42](=[O:47])(=[O:48])[N:43]=[C:44]2[O:45][CH3:46])[o:34]1.[CH3:59][OH:60].[s:49]1[n:50][c:51]([CH2:54][S:55][CH2:56][CH2:57][NH2:58])[cH:52][cH:53]1>>[CH3:26][N:27]([CH3:28])[CH2:29][c:30]1[cH:31][cH:32][c:33]([CH2:35][S:36][CH2:37][CH2:38][NH:39][C:40]2=[N:41][S:42](=[O:47])(=[O:48])[N:43]=[C:44]2[NH:58][CH2:57][CH2:56][S:55][CH2:54][c:51]2[n:50][s:49][cH:53][cH:52]2)[o:34]1.